This data is from the Open Reaction Database (ORD), a public repository of structured organic reaction records. The task is: describe an organic reaction: reactants, conditions, products, and yield The reactants are BrCCOc1ccccc1, CC(C)(C)OC(=O)N1CCc2[nH]c3cc(Cl)c(Cl)cc3c2CC1, [H-], [Na+], CN(C)C=O. Product: CC(C)(C)OC(=O)N1CCc2c(n(CCOc3ccccc3)c3cc(Cl)c(Cl)cc23)CC1. As a reaction SMILES: [Br:26][CH2:27][CH2:28][O:29][c:30]1[cH:31][cH:32][cH:33][cH:34][cH:35]1.[Cl:1][c:2]1[c:3]([Cl:23])[cH:4][c:5]2[c:6]3[c:7]([nH:8][c:9]2[cH:10]1)[CH2:11][CH2:12][N:13]([C:16](=[O:17])[O:18][C:19]([CH3:20])([CH3:21])[CH3:22])[CH2:14][CH2:15]3.[H-:24].[Na+:25].[O:36]=[CH:37][N:38]([CH3:39])[CH3:40]>>[Cl:1][c:2]1[c:3]([Cl:23])[cH:4][c:5]2[c:6]3[c:7]([n:8]([CH2:27][CH2:28][O:29][c:30]4[cH:31][cH:32][cH:33][cH:34][cH:35]4)[c:9]2[cH:10]1)[CH2:11][CH2:12][N:13]([C:16](=[O:17])[O:18][C:19]([CH3:20])([CH3:21])[CH3:22])[CH2:14][CH2:15]3.